From a dataset of the Open Reaction Database (ORD), a public repository of structured organic reaction records. describe an organic reaction: reactants, conditions, products, and yield Starting materials: Cl (HCl), C(C)(C)(C)OC(N[C@@H]1CC[C@H](CC1)NC(CN1CCN(CC1)C)=O)=O (trans-{4-[2-(4-methyl-piperazin-1-yl)-acetylamino]-cyclohexyl}-carbamic acid tert-butyl ester), CCOCC (Et2O). Run in CO (MeOH). Conditions: time 8 hour. The product is N[C@@H]1CC[C@H](CC1)NC(CN1CCN(CC1)C)=O (trans-N-(4-Amino-cyclohexyl)-2-(4-methyl-piperazin-1-yl)-acetamide). Reaction SMILES: Cl.C(OC(=O)[NH:8][C@H:9]1[CH2:14][CH2:13][C@H:12]([NH:15][C:16](=[O:25])[CH2:17][N:18]2[CH2:23][CH2:22][N:21]([CH3:24])[CH2:20][CH2:19]2)[CH2:11][CH2:10]1)(C)(C)C.CCOCC>CO>[NH2:8][C@H:9]1[CH2:10][CH2:11][C@H:12]([NH:15][C:16](=[O:25])[CH2:17][N:18]2[CH2:19][CH2:20][N:21]([CH3:24])[CH2:22][CH2:23]2)[CH2:13][CH2:14]1. Procedure: An aqueous solution of HCl (2 M, 15 mL) was added to a solution of trans-{4-[2-(4-methyl-piperazin-1-yl)-acetylamino]-cyclohexyl}-carbamic acid tert-butyl ester (199 mg, 0.56 mmol) in MeOH (15 mL) at RT, and the resulting mixture was stirred overnight. The reaction mixture was concentrated under reduced pressure to give a solid residue. Et2O was added to this material, and the resulting suspension was sonicated. The ether phase was decanted away, leaving a powdery brown solid which was purified ... The reactants are CN(C)CC1=CC=2CN(CCC2O1)C(\C(=C\C1=CC=CC=C1)\C1=CC=CC=C1)=O ((E)-N,N-Dimethyl-[5-(2,3-diphenylpropenoyl)-4,5,6,7-tetrahydrofuro[3,2-c]pyridin-2-ylmethyl]amine), Cl (hydrogen chloride). Run in CO (methanol), C(C)(=O)OCC (ethyl acetate). The product is Cl.CN(C)CC1=CC=2CN(CCC2O1)C(\C(=C\C1=CC=CC=C1)\C1=CC=CC=C1)=O ((E)-N,N-dimethyl-[5-(2,3-diphenylpropenoyl)-4,5,6,7-tetrahydrofuro[3,2-c]pyridin-2-ylmethyl]amine hydrochloride). Reaction SMILES: [CH3:1][N:2]([CH2:4][C:5]1[O:13][C:12]2[CH2:11][CH2:10][N:9]([C:14](=[O:29])/[C:15](/[C:23]3[CH:28]=[CH:27][CH:26]=[CH:25][CH:24]=3)=[CH:16]/[C:17]3[CH:22]=[CH:21][CH:20]=[CH:19][CH:18]=3)[CH2:8][C:7]=2[CH:6]=1)[CH3:3].[ClH:30]>CO.C(OCC)(=O)C>[ClH:30].[CH3:1][N:2]([CH2:4][C:5]1[O:13][C:12]2[CH2:11][CH2:10][N:9]([C:14](=[O:29])/[C:15](/[C:23]3[CH:24]=[CH:25][CH:26]=[CH:27][CH:28]=3)=[CH:16]/[C:17]3[CH:18]=[CH:19][CH:20]=[CH:21][CH:22]=3)[CH2:8][C:7]=2[CH:6]=1)[CH3:3] |f:4.5|. Reported procedure: (E)-N,N-Dimethyl-[5-(2,3-diphenylpropenoyl)-4,5,6,7-tetrahydrofuro[3,2-c]pyridin-2-ylmethyl]amine 0.241 g was dissolved in 2 ml of methanol; hydrogen chloride in ethyl acetate was added in excess, followed by stirring. This mixture was concentrated and washed with diethyl ether to yield the desired product.